Dataset: the Open Reaction Database (ORD), a public repository of structured organic reaction records. Task: describe an organic reaction: reactants, conditions, products, and yield The reactants are C1(CC1)CS(=O)(=O)C[C@@H](C(N[C@@H](CC)C(C1=NOC(=N1)C(F)(F)F)O)=O)NC(=O)N1CCOCC1 (morpholine-4-carboxylic acid ((R)-2-cyclopropylmethanesulfonyl-1-{(S)-1-[hydroxy-(5-trifluoromethyl-1,2,4-oxadiazol-3-yl)-methyl]-propylcarbamoyl}-ethyl)-amide), CC(=O)OI1(C=2C=CC=CC2C(=O)O1)(OC(=O)C)OC(=O)C (Dess Martin periodinane). Run in C(Cl)Cl (methylene chloride). Reaction conditions: time 3 hour. Product: C1(CC1)CS(=O)(=O)C[C@@H](C(N[C@@H](CC)C(=O)C1=NOC(=N1)C(F)(F)F)=O)NC(=O)N1CCOCC1 (morpholine-4-carboxylic acid {(R)-2-cyclopropylmethanesulfonyl-1-[(S)-1-(5-trifluoromethyl-1,2,4-oxadiazole-3-carbonyl)-propylcarbamoyl]-ethyl}-amide). Yield: 2.4%. Reaction SMILES: [CH:1]1([CH2:4][S:5]([CH2:8][C@H:9]([NH:27][C:28]([N:30]2[CH2:35][CH2:34][O:33][CH2:32][CH2:31]2)=[O:29])[C:10](=[O:26])[NH:11][C@H:12]([CH:15]([OH:25])[C:16]2[N:20]=[C:19]([C:21]([F:24])([F:23])[F:22])[O:18][N:17]=2)[CH2:13][CH3:14])(=[O:7])=[O:6])[CH2:3][CH2:2]1.CC(OI1(OC(C)=O)(OC(C)=O)OC(=O)C2C=CC=CC1=2)=O>C(Cl)Cl>[CH:1]1([CH2:4][S:5]([CH2:8][C@H:9]([NH:27][C:28]([N:30]2[CH2:35][CH2:34][O:33][CH2:32][CH2:31]2)=[O:29])[C:10](=[O:26])[NH:11][C@H:12]([C:15]([C:16]2[N:20]=[C:19]([C:21]([F:24])([F:23])[F:22])[O:18][N:17]=2)=[O:25])[CH2:13][CH3:14])(=[O:6])=[O:7])[CH2:3][CH2:2]1. Reported procedure: A solution of morpholine-4-carboxylic acid ((R)-2-cyclopropylmethanesulfonyl-1-{(S)-1-[hydroxy-(5-trifluoromethyl-1,2,4-oxadiazol-3-yl)-methyl]-propylcarbamoyl}-ethyl)-amide (370 mg, 0.70 mmol) in methylene chloride (10 mL) was treated with Dess Martin periodinane (298 mg, 0.70 mmol) and stirred at room temperature for 3 hours. The reaction mixture was washed with an aqueous solution of Na2S2O3 (0.26M), saturated aqueous bicarbonate solution and water, dried over Na2SO4 and the solvent evaporate...